This data is from the Open Reaction Database (ORD), a public repository of structured organic reaction records. The task is: describe an organic reaction: reactants, conditions, products, and yield Starting materials: ClC=1N=CC2=C(N1)N(C(=C2)C(=O)O)C(CC)CC (2-chloro-7-(1-ethyl-propyl)-7H-pyrrolo[2,3-d]pyrimidine-6-carboxylic acid), C[Si](C)(C)C=[N+]=[N-] ((trimethylsilyl)diazomethane). The solvent is CO (MeOH), hexanes. Conditions: time 2 hour. Yields the product COC(=O)C1=CC2=C(N=C(N=C2)Cl)N1C(CC)CC (2-chloro-7-(1-ethyl-propyl)-7H-pyrrolo[2,3-d]pyrimidine-6-carboxylic acid methyl ester). RXN SMILES: [Cl:1][C:2]1[N:3]=[CH:4][C:5]2[CH:10]=[C:9]([C:11]([OH:13])=[O:12])[N:8]([CH:14]([CH2:17][CH3:18])[CH2:15][CH3:16])[C:6]=2[N:7]=1.[CH3:19][Si](C=[N+]=[N-])(C)C>CO>[CH3:19][O:12][C:11]([C:9]1[N:8]([CH:14]([CH2:17][CH3:18])[CH2:15][CH3:16])[C:6]2[N:7]=[C:2]([Cl:1])[N:3]=[CH:4][C:5]=2[CH:10]=1)=[O:13]. Procedure details: To a solution of 2-chloro-7-(1-ethyl-propyl)-7H-pyrrolo[2,3-d]pyrimidine-6-carboxylic acid (13 mg, 0.049 mmol) in MeOH (0.5 mL) is added (trimethylsilyl)diazomethane (0.07 mL of a 2.0 M in hexanes). The reaction mixture is stirred for 2 h and concentrated in vacuo to give 13 mg of 2-chloro-7-(1-ethyl-propyl)-7H-pyrrolo[2,3-d]pyrimidine-6-carboxylic acid methyl ester. The crude product is used as it is. Starting materials: ClC1=NC(=NC(=C1C(=O)[O-])N(CC1=CC=C(C=C1)OC)CCCC(=O)OCC)SC (4-chloro-6-((4-ethoxy-4-oxobutyl)(4-methoxybenzyl)amino)-2-(methylthio)pyrimidine-5-carboxylate), O (water), ice, C(C)(C)NC(C)C (diisopropylamine), [Li]CCCC (n-BuLi). The solvent is O1CCCC1 (tetrahydrofuran), O1CCCC1 (tetrahydrofuran). Run at temperature 0 celsius, time 45 minute. Yields the product ClC1=NC(=NC=2N(CCC(C(C21)=O)C(=O)OCC)CC2=CC=C(C=C2)OC)SC (ethyl 4-chloro-9-(4-methoxybenzyl)-2-(methylthio)-5-oxo-6,7,8,9-tetrahydro-5H-pyrimido[4,5-b]azepine-6-carboxylate). Isolated yield 89.6%. As a reaction SMILES: C(NC(C)C)(C)C.[Li]CCCC.[Cl:13][C:14]1[C:19]([C:20]([O-:22])=O)=[C:18]([N:23]([CH2:33][CH2:34][CH2:35][C:36]([O:38][CH2:39][CH3:40])=[O:37])[CH2:24][C:25]2[CH:30]=[CH:29][C:28]([O:31][CH3:32])=[CH:27][CH:26]=2)[N:17]=[C:16]([S:41][CH3:42])[N:15]=1.O>O1CCCC1>[Cl:13][C:14]1[C:19]2[C:20](=[O:22])[CH:35]([C:36]([O:38][CH2:39][CH3:40])=[O:37])[CH2:34][CH2:33][N:23]([CH2:24][C:25]3[CH:26]=[CH:27][C:28]([O:31][CH3:32])=[CH:29][CH:30]=3)[C:18]=2[N:17]=[C:16]([S:41][CH3:42])[N:15]=1. Reported procedure: To an ice-cooled solution of diisopropylamine (28.16 mL, 198.96 mmol) in tetrahydrofuran (400 mL) was added n-BuLi (15% in hexane, 82.5 mL, 192.93 mmol) dropwise and the mixture was then stirred at the 0° C. for 45 min. The reaction mixture was cooled to -78° C. and 4-chloro-6-((4-ethoxy-4-oxobutyl)(4-methoxybenzyl)amino)-2-(methylthio)pyrimidine-5-carboxylate (29.0 g, 60.17 mmol) in tetrahydrofuran (300 mL) was added to the mixture dropwise over 45 min. and the reaction mixture was stirred at −... Reactants: C(CCCCCCCC=CCCCC)O (9-tetradecenyl alcohol), C(C)(=O)OCCCCCCCCC=C (9-decenyl acetate), C=CCCCC (1-hexene), CCCCC=CCCCC (5-decene). The product is C(C)(=O)OC=CCCCCCCCCCCCC (tetradecenyl acetate). Reaction SMILES: [CH2:1]([OH:15])[CH2:2][CH2:3][CH2:4][CH2:5][CH2:6][CH2:7][CH2:8][CH:9]=[CH:10][CH2:11][CH2:12][CH2:13][CH3:14].C=CCCCC.CCCCC=CCCCC.[C:32](OCCCCCCCCC=C)(=[O:34])[CH3:33]>>[C:32]([O:15][CH:1]=[CH:2][CH2:3][CH2:4][CH2:5][CH2:6][CH2:7][CH2:8][CH2:9][CH2:10][CH2:11][CH2:12][CH2:13][CH3:14])(=[O:34])[CH3:33]. Procedure details: A process for preparing 9-tetradecenyl alcohol by reacting 1-hexene or 5-decene with 9-decenyl acetate in accordance with the method of claim 7 to obtain tetradecenyl acetate and then reacting the acetate with water to obtain said alcohol. Starting materials: Aqueous solution, [OH-].[Na+] (sodium hydroxide), C(C)OC(=O)C=1C=NN(C1C)C1=NC=C(C=C1Cl)Cl (1-(3,5-dichloropyridin-2-yl)-5-methyl-1H-pyrazole-4-carboxylic acid ethyl ester). The yield is 75.0%. Yields the product ClC=1C(=NC=C(C1)Cl)N1N=CC(=C1C)C(=O)O (1-(3,5-Dichloropyridin-2-yl)-5-methyl-1H-pyrazole-4-carboxylic acid). Procedure: 4N Aqueous solution of sodium hydroxide (10 ml) and water (10 ml) were added to 1-(3,5-dichloropyridin-2-yl)-5-methyl-1H-pyrazole-4-carboxylic acid ethyl ester (1.0 g) and stirred at 80° C. for 2.5 hours. The reaction solution was washed with ethyl acetate and 1N hydrochloric acid aqueous solution was added to the aqueous layer at 0° C. The precipitated solid was collected by filtration and washed with water to give the titled compound (680 mg) as a white solid. Run in O (water). Reaction conditions: temperature 80 celsius, time 2.5 hour. RXN SMILES: [OH-].[Na+].C([O:5][C:6]([C:8]1[CH:9]=[N:10][N:11]([C:14]2[C:19]([Cl:20])=[CH:18][C:17]([Cl:21])=[CH:16][N:15]=2)[C:12]=1[CH3:13])=[O:7])C>O>[Cl:20][C:19]1[C:14]([N:11]2[C:12]([CH3:13])=[C:8]([C:6]([OH:7])=[O:5])[CH:9]=[N:10]2)=[N:15][CH:16]=[C:17]([Cl:21])[CH:18]=1 |f:0.1|. Starting materials: Cl (hydrochloric acid), ice water, N(=O)[O-].[Na+] (sodium nitrite), C(#N)C=1C=C(C=C(C(=O)OC)C1)N1C=CC=C1 (methyl 5-cyano-3-(pyrrol-1-yl)benzoate), [N-]=[N+]=[N-].[Na+] (sodium azide), [Cl-].[NH4+] (ammonium chloride). Solvent: CN(C=O)C (N,N-dimethylformamide). Reaction conditions: time 4 hour. The product is N1(C=CC=C1)C=1C=C(C(=O)OC)C=C(C1)C1=NN=NN1 (methyl 3-(pyrrol-1-yl)-5-(1H-tetrazol-5-yl)benzoate). Isolated yield 93.8%. RXN SMILES: [C:1]([C:3]1[CH:4]=[C:5]([N:13]2[CH:17]=[CH:16][CH:15]=[CH:14]2)[CH:6]=[C:7]([CH:12]=1)[C:8]([O:10][CH3:11])=[O:9])#[N:2].[N-:18]=[N+:19]=[N-:20].[Na+].[Cl-].[NH4+].N([O-])=O.[Na+].Cl>CN(C)C=O>[N:13]1([C:5]2[CH:6]=[C:7]([CH:12]=[C:3]([C:1]3[NH:20][N:19]=[N:18][N:2]=3)[CH:4]=2)[C:8]([O:10][CH3:11])=[O:9])[CH:17]=[CH:16][CH:15]=[CH:14]1 |f:1.2,3.4,5.6|. Procedure: The mixture of methyl 5-cyano-3-(pyrrol-1-yl)benzoate (3.0 g), sodium azide (5.2 g) and ammonium chloride (4.3 g) in N,N-dimethylformamide (12 ml) was stirred for 4 hours at 120°-125° C. The mixture was added to the ice-water (100 ml) and to the mixture was added sodium nitrite (5.5 g). The mixture was adjusted to pH 1 with 6N-hydrochloric acid and stirred for 30 minutes. The mixture was extracted with ethyl acetate. The extract layer was washed with brine and dried over magnesium sulfate. The s... Reactants: O=[N+]([O-])c1cc(Br)cnc1Cl, Cl, [Na+], [OH-]. Product: Nc1cc(Br)cnc1Cl. As a reaction SMILES: [Br:1][c:2]1[cH:3][c:4]([N+:9]([O-:10])=[O:11])[c:5]([Cl:8])[n:6][cH:7]1.[ClH:14].[Na+:13].[OH-:12]>>[Br:1][c:2]1[cH:3][c:4]([NH2:9])[c:5]([Cl:8])[n:6][cH:7]1. Reactants: [Na] (sodium), FC1=NC=CC(=C1)C=1C(=NC(=NC1C=1OC=CC1)N)C=1OC=CC1 (5-(2-fluoro-4-pyridyl)-4,6-di(2-furyl)-2-pyrimidinamine). Solvent: C(CCC)O (n-butanol). The product is C(CCC)OC1=NC=CC(=C1)C=1C(=NC(=NC1C=1OC=CC1)N)C=1OC=CC1 (5-(2-Butoxy-4-pyridyl)-4,6-di(2-furyl)-2-pyrimidinamine). Isolated yield 108.0%. As a reaction SMILES: [Na].F[C:3]1[CH:8]=[C:7]([C:9]2[C:10]([C:21]3[O:22][CH:23]=[CH:24][CH:25]=3)=[N:11][C:12]([NH2:20])=[N:13][C:14]=2[C:15]2[O:16][CH:17]=[CH:18][CH:19]=2)[CH:6]=[CH:5][N:4]=1>C(O)CCC>[CH2:15]([O:16][C:3]1[CH:8]=[C:7]([C:9]2[C:10]([C:21]3[O:22][CH:23]=[CH:24][CH:25]=3)=[N:11][C:12]([NH2:20])=[N:13][C:14]=2[C:15]2[O:16][CH:17]=[CH:18][CH:19]=2)[CH:6]=[CH:5][N:4]=1)[CH2:14][CH2:9][CH3:7] |^1:0|. Procedure: In a reaction vessel, sodium (21 mg, 0.931 mmol) was dissolved in n-butanol (4 ml) and then 5-(2-fluoro-4-pyridyl)-4,6-di(2-furyl)-2-pyrimidinamine (100 mg, 0.310 mmol) was added thereto, followed by stirring under reflux for 5 hours under an atmosphere of nitrogen gas. The reaction was terminated by adding water thereto. Then, the reaction mixture was extracted with ethyl acetate, washed with water and brine, dried over anhydrous sodium sulfate and then the filtrate was concentrated. The result... Starting materials: OC=1C=CC(=NC1)C (5-hydroxy-2-methylpyridine), O (water), [Na] (sodium), C(C1=CC=CC=C1)Br (benzylbromide). Run in CS(=O)C (DMSO), CO (methanol), CO (methanol). Run at time 20 hour. Product: C(C1=CC=CC=C1)OC=1C=CC(=NC1)C (5-benzyloxy-2-methylpyridine). Yield: 88.0%. RXN SMILES: [Na].[OH:2][C:3]1[CH:4]=[CH:5][C:6]([CH3:9])=[N:7][CH:8]=1.[CH2:10](Br)[C:11]1[CH:16]=[CH:15][CH:14]=[CH:13][CH:12]=1.O>CO.CS(C)=O>[CH2:10]([O:2][C:3]1[CH:4]=[CH:5][C:6]([CH3:9])=[N:7][CH:8]=1)[C:11]1[CH:16]=[CH:15][CH:14]=[CH:13][CH:12]=1 |^1:0|. Reported procedure: 3.3 g of sodium were dissolved in 60 ml of methanol and stirred with 15 g of 5-hydroxy-2-methylpyridine in 230 ml of DMSO for 1 hour at a temperature of 80° to 90° C. The methanol was spun or rotated out after cooling the mixture. 23.5 g of benzylbromide were then added, followed by stirring for 20 hours at room temperature. The reaction mixture was then acidified with 2N HCL and mixed with 1500 ml of water. The mixture was then extracted with diethyl ether and the ether phase was discarded. The... The product is O=C(O)c1ccc(N2CCCC2=O)c(OCC2CC2)n1. As a reaction SMILES: [Br:13][c:14]1[cH:15][cH:16][c:17]([C:25](=[O:26])[OH:27])[n:18][c:19]1[O:20][CH2:21][CH:22]1[CH2:23][CH2:24]1.[C:7](=[O:8])([O-:9])[O-:10].[CH2:28]1[O:29][CH2:30][CH2:31][O:32][CH2:33]1.[Cs+:11].[Cs+:12].[O:1]=[C:2]1[CH2:3][CH2:4][CH2:5][NH:6]1.[O:36]=[C:37]([CH:38]=[CH:39][c:40]1[cH:41][cH:42][cH:43][cH:44][cH:45]1)[CH:46]=[CH:47][c:48]1[cH:49][cH:50][cH:51][cH:52][cH:53]1.[O:54]=[C:55]([CH:56]=[CH:57][c:58]1[cH:59][cH:60][cH:61][cH:62][cH:63]1)[CH:64]=[CH:65][c:66]1[cH:67][cH:68][cH:69][cH:70][cH:71]1.[O:72]=[C:73]([CH:74]=[CH:75][c:76]1[cH:77][cH:78][cH:79][cH:80][cH:81]1)[CH:82]=[CH:83][c:84]1[cH:85][cH:86][cH:87][cH:88][cH:89]1.[Pd:34].[Pd:35]>>[O:1]=[C:2]1[CH2:3][CH2:4][CH2:5][N:6]1[c:14]1[cH:15][cH:16][c:17]([C:25](=[O:26])[OH:27])[n:18][c:19]1[O:20][CH2:21][CH:22]1[CH2:23][CH2:24]1. Reactants: O=C(O)c1ccc(Br)c(OCC2CC2)n1, O=C([O-])[O-], C1COCCO1, [Cs+], [Cs+], O=C1CCCN1, O=C(C=Cc1ccccc1)C=Cc1ccccc1, O=C(C=Cc1ccccc1)C=Cc1ccccc1, O=C(C=Cc1ccccc1)C=Cc1ccccc1, [Pd], [Pd]. The reactants are ClCCl, CN1CCOCC1, CN(C)C=O, O=C(O)COc1ccc(CCNS(=O)(=O)c2ccc(Cl)cc2)cc1, CC(C)COC(=O)Cl, Nc1nnn[nH]1. The product is O=C(COc1ccc(CCNS(=O)(=O)c2ccc(Cl)cc2)cc1)Nc1nnn[nH]1. Reaction SMILES: [CH2:51]([Cl:52])[Cl:53].[CH3:25][N:26]1[CH2:27][CH2:28][O:29][CH2:30][CH2:31]1.[CH3:46][N:47]([CH3:48])[CH:49]=[O:50].[Cl:1][c:2]1[cH:3][cH:4][c:5]([S:8](=[O:9])(=[O:10])[NH:11][CH2:12][CH2:13][c:14]2[cH:15][cH:16][c:17]([O:18][CH2:19][C:20](=[O:21])[OH:22])[cH:23][cH:24]2)[cH:6][cH:7]1.[Cl:32][C:33]([O:34][CH2:35][CH:36]([CH3:37])[CH3:38])=[O:39].[NH2:40][c:41]1[n:42][n:43][n:44][nH:45]1>>[Cl:1][c:2]1[cH:3][cH:4][c:5]([S:8](=[O:9])(=[O:10])[NH:11][CH2:12][CH2:13][c:14]2[cH:15][cH:16][c:17]([O:18][CH2:19][C:20](=[O:21])[NH:40][c:41]3[nH:42][n:43][n:44][n:45]3)[cH:23][cH:24]2)[cH:6][cH:7]1.